This data is from the Open Reaction Database (ORD), a public repository of structured organic reaction records. The task is: describe an organic reaction: reactants, conditions, products, and yield Starting materials: solution, C(C)(C)[Zn]C(C)C (diisopropylzinc), Cl (hydrochloric acid), FC(S(=O)(=O)OC1=CC(=C2C(CC(OC2=C1)(C)C)=O)O)(F)F (5-Hydroxy-2,2-dimethyl-4-oxo-3,4-dihydro-2H-chromen-7-yl trifluoromethanesulfonate), [Cl-].[Li+] (lithium chloride). Solvent: C1(=CC=CC=C1)C (toluene), O (water), O (water), CN(C=O)C (dimethylformamide). Reaction conditions: temperature 0 celsius, time 10 minute. Product: OC1=C2C(CC(OC2=CC(=C1)CCC)(C)C)=O (5-hydroxy-2,2-dimethyl-7-propyl-2,3-dihydro-4H-chromen-4-one). RXN SMILES: FC(F)(F)S(O[C:7]1[CH:16]=[C:15]2[C:10]([C:11](=[O:19])[CH2:12][C:13]([CH3:18])([CH3:17])[O:14]2)=[C:9]([OH:20])[CH:8]=1)(=O)=O.[Cl-].[Li+].[CH:25]([Zn]C(C)C)([CH3:27])[CH3:26].Cl>CN(C)C=O.C1(C)C=CC=CC=1.O>[OH:20][C:9]1[CH:8]=[C:7]([CH2:26][CH2:25][CH3:27])[CH:16]=[C:15]2[C:10]=1[C:11](=[O:19])[CH2:12][C:13]([CH3:18])([CH3:17])[O:14]2 |f:1.2|. Procedure: At 0° C., 450 mg (550 μmol) of bis(diphenylphosphino)ferrocenepalladium(II) chloride/dichloromethane complex are added to a solution of 4.25 g (12.5 mmol) of 5-hydroxy-2,2-dimethyl-4-oxo-3,4-dihydro-2H-chromen-7-yl trifluoromethanesulfonate (Example 16A) and 1.59 g (37.5 mmol) of lithium chloride in 80 ml of degassed dimethylformamide. 24.98 ml (24.98 mmol) of a 1 M solution of diisopropylzinc in toluene are then slowly added dropwise. After 10 min of stirring at 0° C., the mixture is warmed to ... Starting materials: NCC=1NC(C2=C(N1)CCOC2)=O (2-aminomethyl-3,5,7,8-tetrahydro-pyrano[4,3-d]pyrimidin-4-one), S1C(=CC=C1)C=O (thiophene-2-carbaldehyde), C(C)(=O)O[BH-](OC(C)=O)OC(C)=O.[Na+] (sodium triacetoxyborohydride), C(C)(=O)O (acetic acid). Run in C(Cl)Cl (methylene chloride). Reaction conditions: time 4 hour. Product: S1C(=CC=C1)CNCC=1NC(C2=C(N1)CCOC2)=O (2-{[(Thiophen-2-ylmethyl)-amino]-methyl}3,5,7,8-tetrahydro-pyrano[4,3-d]pyrimidin-4-one). The yield is 62.1%. Reaction SMILES: [NH2:1][CH2:2][C:3]1[NH:4][C:5](=[O:13])[C:6]2[CH2:12][O:11][CH2:10][CH2:9][C:7]=2[N:8]=1.[S:14]1[CH:18]=[CH:17][CH:16]=[C:15]1[CH:19]=O.C(O[BH-](OC(=O)C)OC(=O)C)(=O)C.[Na+].C(O)(=O)C>C(Cl)Cl>[S:14]1[CH:18]=[CH:17][CH:16]=[C:15]1[CH2:19][NH:1][CH2:2][C:3]1[NH:4][C:5](=[O:13])[C:6]2[CH2:12][O:11][CH2:10][CH2:9][C:7]=2[N:8]=1 |f:2.3|. Procedure details: To 2-aminomethyl-3,5,7,8-tetrahydro-pyrano[4,3-d]pyrimidin-4-one (100 mg, 0.552 mmol) in methylene chloride (5 mL) was added thiophene-2-carbaldehyde (62 mg, 0.552 mmol), sodium triacetoxyborohydride (351 mg, 1.66 mmol) and drop of acetic acid. The solution was stirred for 4 hr. The solvent was removed under vacuum, and the crude product was loaded on a Isco 12 g column. Elution with 0% to 10% methanol in methylene chloride over 15 column volumes afforded the title compound (95 mg, 61% yield). E... Starting materials: CS(=O)(=O)OCCCC1(OCC2(CCC1O2)C=C)C ((1RS,4SR,5RS)-4-(3-methanesulfonyloxypropyl)-4-methyl-1-vinyl-3,8-dioxabicyclo[3.2.1]octane), OO (hydrogen peroxide), B#B (diborane), [OH-].[Na+] (sodium hydroxide). Run in O1CCCC1 (tetrahydrofuran), O (water), O1CCCC1 (tetrahydrofuran). The product is CS(=O)(=O)OCCCC1(OCC2(CCC1O2)CCO)C ((1RS,4SR,5RS)-4-(3-methanesulfonyloxypropyl)-4-methyl-3,8-dioxabicyclo[3.2.1]octane-1-ethanol). Yield: 80.0%. Reaction SMILES: B#B.[CH3:3][S:4]([O:7][CH2:8][CH2:9][CH2:10][C:11]1([CH3:21])[CH:17]2[O:18][C:14]([CH:19]=[CH2:20])([CH2:15][CH2:16]2)[CH2:13][O:12]1)(=[O:6])=[O:5].[OH-:22].[Na+].OO>O1CCCC1.O>[CH3:3][S:4]([O:7][CH2:8][CH2:9][CH2:10][C:11]1([CH3:21])[CH:17]2[O:18][C:14]([CH2:19][CH2:20][OH:22])([CH2:15][CH2:16]2)[CH2:13][O:12]1)(=[O:5])=[O:6] |f:2.3|. Procedure details: A mixture of diborane in tetrahydrofuran (1 ml, 1 mM) is added slowly to a mixture of (1RS,4SR,5RS)-4-(3-methanesulfonyloxypropyl)-4-methyl-1-vinyl-3,8-dioxabicyclo[3.2.1]octane (350 mg, 1.2 mM) and tetrahydrofuran (5 ml) at 0° C. under nitrogen and stirred for thirty minutes. The resulting mixture is allowed to warm to room temperature and stirred for an additional two hours. The mixture is cooled to 0° C. and 3 N sodium hydroxide (0.3 ml) is added followed by the addition of 30% hydrogen perox... Starting materials: CCCCc1cnc(-c2ccc(N=C=O)cc2)nc1, Cl, [Na+], [Na+], O=C([O-])[O-]. Yields the product CCCCc1cnc(-c2ccc(N)cc2)nc1. Reaction SMILES: [CH2:1]([CH2:2][CH2:3][CH3:4])[c:5]1[cH:6][n:7][c:8](-[c:11]2[cH:12][cH:13][c:14]([N:17]=[C:18]=[O:19])[cH:15][cH:16]2)[n:9][cH:10]1.[ClH:26].[Na+:20].[Na+:21].[O-:22][C:23](=[O:24])[O-:25]>>[CH2:1]([CH2:2][CH2:3][CH3:4])[c:5]1[cH:6][n:7][c:8](-[c:11]2[cH:12][cH:13][c:14]([NH2:17])[cH:15][cH:16]2)[n:9][cH:10]1. The reactants are [H-].[Na+] (sodium hydride), [Na] (sodium), N1=C(C=CC=C1)C(=O)Cl (2-pyridine carbonyl chloride), C1(CCCCC1)CC1N(CCCC1)CCC1=C(NC2=CC=C(C=C12)OC)C (3-[2-(2-cyclohexylmethylpiperidino)ethyl]-5-methoxy-2-methylindole). Run in CN(C)C=O (DMF). Product: N1=C(C=CC=C1)C(=O)N1C(=C(C2=CC(=CC=C12)OC)CCN1C(CCCC1)CC1CCCCC1)C (1-(2-pyridylcarbonyl)-3-[2-(2-cyclohexylmethylpiperidino)ethyl]-5-methoxy-2-methylindole). As a reaction SMILES: [CH:1]1([CH2:7][CH:8]2[CH2:13][CH2:12][CH2:11][CH2:10][N:9]2[CH2:14][CH2:15][C:16]2[C:24]3[C:19](=[CH:20][CH:21]=[C:22]([O:25][CH3:26])[CH:23]=3)[NH:18][C:17]=2[CH3:27])[CH2:6][CH2:5][CH2:4][CH2:3][CH2:2]1.[H-].[Na+].[Na].[N:31]1[CH:36]=[CH:35][CH:34]=[CH:33][C:32]=1[C:37](Cl)=[O:38]>CN(C=O)C>[N:31]1[CH:36]=[CH:35][CH:34]=[CH:33][C:32]=1[C:37]([N:18]1[C:19]2[C:24](=[CH:23][C:22]([O:25][CH3:26])=[CH:21][CH:20]=2)[C:16]([CH2:15][CH2:14][N:9]2[CH2:10][CH2:11][CH2:12][CH2:13][CH:8]2[CH2:7][CH:1]2[CH2:6][CH2:5][CH2:4][CH2:3][CH2:2]2)=[C:17]1[CH3:27])=[O:38] |f:1.2,^1:29|. Reported procedure: Reaction of the 3-[2-(2-cyclohexylmethylpiperidino)ethyl]-5-methoxy-2-methylindole described in Example 1 above with sodium hydride in DMF, and reaction of the resulting sodium salt with 2-pyridine carbonyl chloride using the procedure described above in Example 1 affords 1-(2-pyridylcarbonyl)-3-[2-(2-cyclohexylmethylpiperidino)ethyl]-5-methoxy-2-methylindole. Starting materials: O.O.[Sn](Cl)Cl (tin (II) chloride dihydrate), C([C@@H]1[C@H]([C@@H]([C@H](C(=O)O1)O)O)O)O (d-gluconic acid lactone), C(C1=CC=CC=C1)OC1=CC=C(N)C=C1 (4-benzyloxyaniline), N(=O)[O-].[Na+] (sodium nitrite). Solvent: Cl (HCl), Cl (HCl), O (water), Cl (HCl), C(C)O (ethanol). Reaction conditions: temperature -2 celsius, time 4 hour. The product is Cl.C(C1=CC=CC=C1)OC1=CC=C(C=C1)NN (4-Benzyloxyphenylhydrazine Hydrochloride). The yield is 89.0%. RXN SMILES: [CH2:1]([O:8][C:9]1[CH:15]=[CH:14][C:12]([NH2:13])=[CH:11][CH:10]=1)[C:2]1[CH:7]=[CH:6][CH:5]=[CH:4][CH:3]=1.[N:16]([O-])=O.[Na+].O.O.[Sn](Cl)[Cl:23].C(O)[C@H]1OC(=O)[C@H](O)[C@@H](O)[C@@H]1O>Cl.O.C(O)C>[ClH:23].[CH2:1]([O:8][C:9]1[CH:10]=[CH:11][C:12]([NH:13][NH2:16])=[CH:14][CH:15]=1)[C:2]1[CH:3]=[CH:4][CH:5]=[CH:6][CH:7]=1 |f:1.2,3.4.5,10.11|. Procedure details: To a slurry of 4-benzyloxyaniline (250 g) and ethanol 300 ml) in 30% HCl (350 ml) and 37% HCl (150 ml) was added a solution of sodium nitrite (77 g) in water (350 ml), while maintaining the temperature between -8 and -2° C. The reaction was stirred for an additional four hours at -2° C. A solution of tin (II) chloride dihydrate (710 g) in 30% HCl (770 ml) was added slowly followed by d-gluconic acid lactone (575 g), and the resulting white suspension was cooled overnight. The crude product was c... Reactants: C1CN2CCN1CC2, COC(=O)c1cc(O)cc(C(=O)OC)c1, CN(C)C(=S)Cl, CN(C)C=O. Product: COC(=O)c1cc(OC(=S)N(C)C)cc(C(=O)OC)c1. As a reaction SMILES: [CH2:16]1[N:17]2[CH2:18][CH2:19][N:20]([CH2:21][CH2:22]2)[CH2:23]1.[CH3:1][O:2][C:3]([c:4]1[cH:5][c:6]([C:7](=[O:8])[O:9][CH3:10])[cH:11][c:12]([OH:14])[cH:13]1)=[O:15].[CH3:24][N:25]([C:26](=[S:27])[Cl:28])[CH3:29].[O:30]=[CH:31][N:32]([CH3:33])[CH3:34]>>[CH3:1][O:2][C:3]([c:4]1[cH:5][c:6]([C:7](=[O:8])[O:9][CH3:10])[cH:11][c:12]([O:14][C:26]([N:25]([CH3:24])[CH3:29])=[S:27])[cH:13]1)=[O:15]. Yield: 90.4%. Reactants: COC=1C=C(C=CC1)C1CCNCC1 (4-(3-Methoxy-phenyl)-piperidine), COC(CBr)=O (methylbromoacetate), C(C)(C)N(CC)C(C)C (diisopropylethylamine). Reported procedure: A mixture of 4-(3-Methoxy-phenyl)-piperidine (0.8 g, 4.2 mmol), methylbromoacetate (1.28 g, 8.38 mmol), diisopropylethylamine (3.7 mL, 21 mmol) and MeOH (40 mL) was refluxed for 3 h. The reaction mixture was concentrated in vacuo, and the residue was partitioned between water and EtOAc and extracted. The organic layer was washed with water, brine, dried and concentrated in vacuo to give the title compound as an oil (1.0 g, 91% yield). MS(ESI) 264.2 (M+H+) As a reaction SMILES: [CH3:1][O:2][C:3]1[CH:4]=[C:5]([CH:9]2[CH2:14][CH2:13][NH:12][CH2:11][CH2:10]2)[CH:6]=[CH:7][CH:8]=1.[CH3:15][O:16][C:17](=[O:20])[CH2:18]Br.C(N(C(C)C)CC)(C)C>CO>[CH3:15][O:16][C:17](=[O:20])[CH2:18][N:12]1[CH2:13][CH2:14][CH:9]([C:5]2[CH:6]=[CH:7][CH:8]=[C:3]([O:2][CH3:1])[CH:4]=2)[CH2:10][CH2:11]1. Solvent: CO (MeOH). The product is COC(CN1CCC(CC1)C1=CC(=CC=C1)OC)=O ([4-(3-Methoxy-phenyl)-piperidin-1-yl]-acetic acid methyl ester).